Dataset: the Open Reaction Database (ORD), a public repository of structured organic reaction records. Task: describe an organic reaction: reactants, conditions, products, and yield The reactants are COC(=O)[C@@H]1N(C(CCC1)=O)C(=O)OC(C)(C)C ((R)-6-oxopiperidine-1,2-dicarboxylic acid 1-tert-butyl ester 2-methyl ester), [Cl-].[NH4+] (ammonium chloride), C(C)(=O)OCC (ethyl acetate), FC=1C=C(C=C(C1F)F)[Mg]Br (3,4,5-trifluorophenylmagnesium bromide). Run in C1CCOC1 (THF). Conditions: time 6 hour. Yields the product C(C)(C)(C)OC(=O)N[C@@H](C(=O)OC)CCCC(C1=CC(=C(C(=C1)F)F)F)=O (methyl(R)-2-tert-butoxycarbonylamino-6-oxo-6-(3,4,5-trifluorophenyl)hexanoate). Reaction SMILES: [CH3:1][O:2][C:3]([C@H:5]1[CH2:10][CH2:9][CH2:8][C:7](=[O:11])[N:6]1[C:12]([O:14][C:15]([CH3:18])([CH3:17])[CH3:16])=[O:13])=[O:4].[F:19][C:20]1[CH:21]=[C:22]([Mg]Br)[CH:23]=[C:24]([F:27])[C:25]=1[F:26].[Cl-].[NH4+].C(OCC)(=O)C>C1COCC1>[C:15]([O:14][C:12]([NH:6][C@H:5]([CH2:10][CH2:9][CH2:8][C:7](=[O:11])[C:22]1[CH:21]=[C:20]([F:19])[C:25]([F:26])=[C:24]([F:27])[CH:23]=1)[C:3]([O:2][CH3:1])=[O:4])=[O:13])([CH3:18])([CH3:17])[CH3:16] |f:2.3|. Procedure details: To a solution of (R)-6-oxopiperidine-1,2-dicarboxylic acid 1-tert-butyl ester 2-methyl ester (CAS No. 183890-36-0, 7.5 g) in THF (200 mL), 3,4,5-trifluorophenylmagnesium bromide (0.35 M solution in diethyl ether, 100 mL) was added dropwise at −40° C., and the reaction solution was stirred at room temperature for six hours. A saturated ammonium chloride solution and ethyl acetate were added to the reaction solution, and the organic layer was separated. The resulting organic layer was dried over m...